This data is from the Open Reaction Database (ORD), a public repository of structured organic reaction records. The task is: describe an organic reaction: reactants, conditions, products, and yield Solvent: CCCCO (n-BuOH). Yield: 99.9%. RXN SMILES: Cl[C:2]1[N:7]=[C:6]([N:8]([CH3:26])[CH:9]2[CH2:25][CH2:24][C:12]3([CH2:16][N:15]([C:17]([O:19][C:20]([CH3:23])([CH3:22])[CH3:21])=[O:18])[CH2:14][CH2:13]3)[CH2:11][CH2:10]2)[CH:5]=[CH:4][N:3]=1.Cl.[CH3:28][N:29]1[C:37]([CH3:38])=[C:36]2[C:31]([CH:32]=[C:33]([NH2:39])[CH:34]=[CH:35]2)=[N:30]1.CCN(C(C)C)C(C)C>CCCCO>[CH3:28][N:29]1[C:37]([CH3:38])=[C:36]2[C:31]([CH:32]=[C:33]([NH:39][C:2]3[N:7]=[C:6]([N:8]([CH3:26])[CH:9]4[CH2:10][CH2:11][C:12]5([CH2:16][N:15]([C:17]([O:19][C:20]([CH3:23])([CH3:22])[CH3:21])=[O:18])[CH2:14][CH2:13]5)[CH2:24][CH2:25]4)[CH:5]=[CH:4][N:3]=3)[CH:34]=[CH:35]2)=[N:30]1 |f:1.2|. Procedure: To a suspension of tert-butyl 8-((2-chloropyrimidin-4-yl)(methyl)amino)-2-azaspiro[4.5]decane-2-carboxylate (500.0 mg, 1.3 mmol) and 2,3-dimethyl-2H-indazol-6-amine hydrochloride (778.6 mg, 3.9 mmol) in n-BuOH (10 mL) was added DIPEA (1.04 g, 8.0 mmol). The reaction mixture was stirred at 150° C. in a sealed tube overnight, then cooled down to rt, and concentrated in vacuo. The residue was purified by silica gel column chromatography (MeOH/DCM (v/v)=1/10) to give the title compound as a yellow s... The reactants are ClC1=NC=CC(=N1)N(C1CCC2(CCN(C2)C(=O)OC(C)(C)C)CC1)C (tert-butyl 8-((2-chloropyrimidin-4-yl)(methyl)amino)-2-azaspiro[4.5]decane-2-carboxylate), Cl.CN1N=C2C=C(C=CC2=C1C)N (2,3-dimethyl-2H-indazol-6-amine hydrochloride), CCN(C(C)C)C(C)C (DIPEA). Reaction conditions: temperature 150 celsius, time 8 hour. The product is CN1N=C2C=C(C=CC2=C1C)NC1=NC=CC(=N1)N(C1CCC2(CCN(C2)C(=O)OC(C)(C)C)CC1)C (tert-butyl 8-((2-((2,3-dimethyl-2H-indazol-6-yl)amino)pyrimidin-4-yl)(methyl)amino)-2-azaspiro[4.5]decane-2-carboxylate). Reported procedure: 1-[(1R,2S)-2-(2-Fluorophenyl)-2-hydroxy-3-(isopropoxy dimethylsilyl)-1-methylpropyl]-3-[4-(1H-1-tetrazolyl)phenyl]-2(1H,3H)-imidazolone (1 g) was dissolved in a mixture of methanol and tetrahydrofuran (1:1, 20 ml), to which an 30% aqueous solution of hydrogen peroxide (2 ml) and sodium bicarbonate (157 mg) were added. The mixture was heated at 50° C. for 4 hours, then cooled and extracted with ethyl acetate (100 ml). The extract was washed with water (30 ml), an aqeous solution of Na2S2O3 (30 ml... Yield: 57.4%. The reactants are FC1=C(C=CC=C1)[C@]([C@@H](C)N1C(N(C=C1)C1=CC=C(C=C1)N1N=NN=C1)=O)(C[Si](C)(C)OC(C)C)O (1-[(1R,2S)-2-(2-Fluorophenyl)-2-hydroxy-3-(isopropoxy dimethylsilyl)-1-methylpropyl]-3-[4-(1H-1-tetrazolyl)phenyl]-2(1H,3H)-imidazolone), C([O-])(O)=O.[Na+] (sodium bicarbonate). Product: FC1=C(C=CC=C1)[C@]([C@@H](C)N1C(N(C=C1)C1=CC=C(C=C1)N1N=NN=C1)=O)(CO)O (1-[(1R,2S)-2-(2-fluorophenyl)-2,3-dihydroxy-1-methyl propyl]-3-[4-(1H-1-tetrazolyl)phenyl]-2(1H,3H)-imidazolone). Run at temperature 50 celsius. Reaction SMILES: [F:1][C:2]1[CH:7]=[CH:6][CH:5]=[CH:4][C:3]=1[C@@:8]([OH:36])(C[Si](OC(C)C)(C)C)[C@H:9]([N:11]1[CH:15]=[CH:14][N:13]([C:16]2[CH:21]=[CH:20][C:19]([N:22]3[CH:26]=[N:25][N:24]=[N:23]3)=[CH:18][CH:17]=2)[C:12]1=[O:27])[CH3:10].[C:37](=O)(O)[O-:38].[Na+]>CO.O1CCCC1.OO>[F:1][C:2]1[CH:7]=[CH:6][CH:5]=[CH:4][C:3]=1[C@@:8]([OH:36])([CH2:37][OH:38])[C@H:9]([N:11]1[CH:15]=[CH:14][N:13]([C:16]2[CH:17]=[CH:18][C:19]([N:22]3[CH:26]=[N:25][N:24]=[N:23]3)=[CH:20][CH:21]=2)[C:12]1=[O:27])[CH3:10] |f:1.2|. Solvent: CO (methanol), O1CCCC1 (tetrahydrofuran), aqueous solution, OO (hydrogen peroxide).